Dataset: the Open Reaction Database (ORD), a public repository of structured organic reaction records. Task: describe an organic reaction: reactants, conditions, products, and yield Starting materials: O=C([O-])[O-], CCOC(OCC)c1cccc(C2Nc3cccc4c(=O)[nH]nc(c34)C2c2ccccc2)c1, Cl, [K+], [K+]. Yields the product O=Cc1cccc(C2Nc3cccc4c(=O)[nH]nc(c34)C2c2ccccc2)c1. Reaction SMILES: [C:34](=[O:35])([O-:36])[O-:37].[CH2:1]([O:3][CH:4]([O:2][CH2:31][CH3:32])[c:5]1[cH:6][c:7]([CH:11]2[CH:12]([c:25]3[cH:26][cH:27][cH:28][cH:29][cH:30]3)[c:13]3[n:14][nH:15][c:16](=[O:24])[c:17]4[cH:18][cH:19][cH:20][c:21]([c:22]34)[NH:23]2)[cH:8][cH:9][cH:10]1)[CH3:33].[ClH:40].[K+:38].[K+:39]>>[O:3]=[CH:4][c:5]1[cH:6][c:7]([CH:11]2[CH:12]([c:25]3[cH:26][cH:27][cH:28][cH:29][cH:30]3)[c:13]3[n:14][nH:15][c:16](=[O:24])[c:17]4[cH:18][cH:19][cH:20][c:21]([c:22]34)[NH:23]2)[cH:8][cH:9][cH:10]1. Reactants: BrC1=C(C=O)C=CC=C1 (2-bromobenzaldehyde), C([O-])([O-])=O.[Na+].[Na+] (sodium carbonate), C1(=CC=CC2=CC=CC=C12)B(O)O (1-naphthaleneboronic acid). Reagents/catalysts: C(C)(=O)[O-].[Pd+2].C(C)(=O)[O-] (palladium acetate). Solvent: CN(C=O)C.O (N,N-dimethylformamide water). Conditions: time 8 hour. Yields the product C1(=CC=CC2=CC=CC=C12)C1=C(C=O)C=CC=C1 (2-(naphthalen-1-yl)benzaldehyde). Yield: 87.1%. As a reaction SMILES: Br[C:2]1[CH:9]=[CH:8][CH:7]=[CH:6][C:3]=1[CH:4]=[O:5].C(=O)([O-])[O-].[Na+].[Na+].[C:16]1(B(O)O)[C:25]2[C:20](=[CH:21][CH:22]=[CH:23][CH:24]=2)[CH:19]=[CH:18][CH:17]=1>CN(C)C=O.O.C([O-])(=O)C.[Pd+2].C([O-])(=O)C>[C:24]1([C:2]2[CH:9]=[CH:8][CH:7]=[CH:6][C:3]=2[CH:4]=[O:5])[C:25]2[C:20](=[CH:19][CH:18]=[CH:17][CH:16]=2)[CH:21]=[CH:22][CH:23]=1 |f:1.2.3,5.6,7.8.9|. Procedure details: To a suspension of 2-bromobenzaldehyde (200 μL, 1.71 mmol), sodium carbonate (218 mg, 2.06 mmol), and 1-naphthaleneboronic acid (353 mg, 2.05 mmol) in 3.4 mL of N,N-dimethylformamide/water (2:1) was added palladium acetate (20 mg, 89 μmol) under nitrogen. After being stirred at room temperature overnight, the reaction mixture was filtered. The filtrate was diluted with diethyl ether, and the solution was washed with saturated NaHCO3 aqueous solution, brine, and dried over MgSO4. After filtration... The reactants are NC=1C=CC(=C(C1)O)C (5-amino-2-methylphenol), OC=C1C(NC2=CC(=CC=C12)C(=O)C=1C=C(C=CC1)NC(=O)C=1N(N=C(C1)C)CC)=O (2-Ethyl-5-methyl-2H-pyrazole-3-carboxylic acid [3-(3-hydroxymethylene-2-oxo-2,3-dihydro-1H-indole-6-carbonyl)-phenyl]-amide). The solvent is C1CCOC1 (THF), Hexanes. Run at temperature 65 celsius, time 24 hour. Yields the product OC=1C=C(C=CC1C)NC=C1C(NC2=CC(=CC=C12)C(=O)C=1C=C(C=CC1)NC(=O)C=1N(N=C(C1)C)CC)=O (2-Ethyl-5-methyl-2H-pyrazole-3-carboxylic acid (3-{3-[(3-hydroxy-4-methyl-phenylamino)-methylene]-2-oxo-2,3-dihydro-1H-indole-6-carbonyl}-phenyl)-amide). Yield: 27.1%. RXN SMILES: O[CH:2]=[C:3]1[C:11]2[C:6](=[CH:7][C:8]([C:12]([C:14]3[CH:15]=[C:16]([NH:20][C:21]([C:23]4[N:24]([CH2:29][CH3:30])[N:25]=[C:26]([CH3:28])[CH:27]=4)=[O:22])[CH:17]=[CH:18][CH:19]=3)=[O:13])=[CH:9][CH:10]=2)[NH:5][C:4]1=[O:31].[NH2:32][C:33]1[CH:34]=[CH:35][C:36]([CH3:40])=[C:37]([OH:39])[CH:38]=1>C1COCC1>[OH:39][C:37]1[CH:38]=[C:33]([NH:32][CH:2]=[C:3]2[C:11]3[C:6](=[CH:7][C:8]([C:12]([C:14]4[CH:15]=[C:16]([NH:20][C:21]([C:23]5[N:24]([CH2:29][CH3:30])[N:25]=[C:26]([CH3:28])[CH:27]=5)=[O:22])[CH:17]=[CH:18][CH:19]=4)=[O:13])=[CH:9][CH:10]=3)[NH:5][C:4]2=[O:31])[CH:34]=[CH:35][C:36]=1[CH3:40]. Procedure: A small screw cap test tube was charged with 2-Ethyl-5-methyl-2H-pyrazole-3-carboxylic acid [3-(3-hydroxymethylene-2-oxo-2,3-dihydro-1H-indole-6-carbonyl)-phenyl]-amide (as prepared in Example 69, 100 mg, 0.240 mmol) and THF (2 mL). To the resulting solution was added 5-amino-2-methylphenol (32.5, 0.264 mmol), and the mixture was stirred for 24 h at 65° C. Subsequently, the reaction mixture was cooled to room temperature. Hexanes were added to the reaction mixture. The solid precipitate that for...